Dataset: the Open Reaction Database (ORD), a public repository of structured organic reaction records. Task: describe an organic reaction: reactants, conditions, products, and yield The reactants are NC(=S)NN=C(c1cccc(Br)c1)c1cccc(Br)c1, CC(=O)O, CO, NNC(N)=S. Yields the product O=C(c1cccc(Br)c1)c1cccc(Br)c1. RXN SMILES: [Br:1][c:2]1[cH:3][c:4]([C:8]([c:9]2[cH:10][c:11]([Br:15])[cH:12][cH:13][cH:14]2)=[N:16][NH:17][C:18](=[S:19])[NH2:20])[cH:5][cH:6][cH:7]1.[C:28]([OH:29])(=[O:30])[CH3:31].[CH3:21][OH:22].[NH2:23][NH:24][C:25]([NH2:26])=[S:27]>>[Br:1][c:2]1[cH:3][c:4]([C:8]([c:9]2[cH:10][c:11]([Br:15])[cH:12][cH:13][cH:14]2)=[O:22])[cH:5][cH:6][cH:7]1. Reactants: COc1cccc2cc(CC(=O)O)oc12, O=C(Cl)C(=O)Cl. Yields the product COc1cccc2cc(CC(=O)O)oc12, [Cl-]. Reaction SMILES: [CH3:1][O:2][c:3]1[cH:4][cH:5][cH:6][c:7]2[c:8]1[o:9][c:10]([CH2:12][C:13](=[O:14])[OH:15])[cH:11]2.[Cl:16][C:17]([C:18]([Cl:19])=[O:20])=[O:21]>>[CH3:1][O:2][c:3]1[cH:4][cH:5][cH:6][c:7]2[c:8]1[o:9][c:10]([CH2:12][C:13](=[O:14])[OH:15])[cH:11]2.[Cl-:16]. Product: COCOc1nn(-c2ccccc2)cc1C=Cc1nc(N2CCCCC2)sc1C. As a reaction SMILES: [CH3:1][c:2]1[c:3]([CH2:13][P:14](=[O:15])([O:16][CH2:17][CH3:18])[O:19][CH2:20][CH3:21])[n:4][c:5]([N:7]2[CH2:8][CH2:9][CH2:10][CH2:11][CH2:12]2)[s:6]1.[CH3:24][O:25][CH2:26][O:27][c:28]1[n:29][n:30](-[c:35]2[cH:36][cH:37][cH:38][cH:39][cH:40]2)[cH:31][c:32]1[CH:33]=[O:34].[H-:22].[Na+:23].[O:42]1[CH2:43][CH2:44][CH2:45][CH2:46]1.[OH2:41]>>[CH3:1][c:2]1[c:3]([CH:13]=[CH:33][c:32]2[c:28]([O:27][CH2:26][O:25][CH3:24])[n:29][n:30](-[c:35]3[cH:36][cH:37][cH:38][cH:39][cH:40]3)[cH:31]2)[n:4][c:5]([N:7]2[CH2:8][CH2:9][CH2:10][CH2:11][CH2:12]2)[s:6]1. Starting materials: CCOP(=O)(Cc1nc(N2CCCCC2)sc1C)OCC, COCOc1nn(-c2ccccc2)cc1C=O, [H-], [Na+], C1CCOC1, O. Reactants: CC=1C=C(C=CC1[N+](=O)[O-])C(CCC(=O)OCC)=O (3-Methyl-4-nitro-γ-oxobenzene butanoic acid, ethyl ester), C(C)(=O)OC(C)=O (acetic anhydride). The reagents and catalysts are [Pd] (Pd/C). Run in C(C)(=O)OCC (ethyl acetate). Reaction conditions: time 8 hour. The product is C(C)OC(CCCC1=CC(=C(C=C1)NC(C)=O)C)=O (4-(Acetylamino)-3-methylbenzenebutanoic acid ethyl ester). Isolated yield 90.0%. Reaction SMILES: [CH3:1][C:2]1[CH:3]=[C:4]([C:11](=O)[CH2:12][CH2:13][C:14]([O:16][CH2:17][CH3:18])=[O:15])[CH:5]=[CH:6][C:7]=1[N+:8]([O-])=O.[C:20](OC(=O)C)(=[O:22])[CH3:21]>C(OCC)(=O)C.[Pd]>[CH2:17]([O:16][C:14](=[O:15])[CH2:13][CH2:12][CH2:11][C:4]1[CH:5]=[CH:6][C:7]([NH:8][C:20](=[O:22])[CH3:21])=[C:2]([CH3:1])[CH:3]=1)[CH3:18]. Procedure: The product from Example 101 (18.05 g) was dissolved in ethyl acetate (1 L) and subjected to hydrogenation with 20% Pd/C (dry) in the presence of acetic anhydride (15 ml). The reaction mixture was filtered, and the solvent was evaporated. The residue was dissolved in ethanol (250 ml) and a catalytic amount of sulfuric acid (5 drops) was added. The resulting solution was hydrogenated at room temperature overnight. The catalyst was filtered and the filtrate was washed with 5% sodium bicarbonate dr... Starting materials: COC(=O)c1ccc2c(C3CCCCC3)c(Br)n(CC(=O)N(C)C)c2c1, O=C([O-])[O-], COc1ccc(B(O)O)cn1, CN(C)C(=O)CCl, [Na+], [Na+], C1COCCO1. Product: COC(=O)c1ccc2c(C3CCCCC3)c(-c3ccc(OC)nc3)n(CC(=O)N(C)C)c2c1. Reaction SMILES: [Br:1][c:2]1[n:3]([CH2:21][C:22](=[O:23])[N:24]([CH3:25])[CH3:26])[c:4]2[cH:5][c:6]([C:17](=[O:18])[O:19][CH3:20])[cH:7][cH:8][c:9]2[c:10]1[CH:11]1[CH2:12][CH2:13][CH2:14][CH2:15][CH2:16]1.[C:34](=[O:35])([O-:36])[O-:37].[CH3:40][O:41][c:42]1[n:43][cH:44][c:45]([B:48]([OH:49])[OH:50])[cH:46][cH:47]1.[Cl:27][CH2:28][C:29]([N:30]([CH3:31])[CH3:32])=[O:33].[Na+:38].[Na+:39].[O:51]1[CH2:52][CH2:53][O:54][CH2:55][CH2:56]1>>[c:2]1(-[c:45]2[cH:44][n:43][c:42]([O:41][CH3:40])[cH:47][cH:46]2)[n:3]([CH2:21][C:22](=[O:23])[N:24]([CH3:25])[CH3:26])[c:4]2[cH:5][c:6]([C:17](=[O:18])[O:19][CH3:20])[cH:7][cH:8][c:9]2[c:10]1[CH:11]1[CH2:12][CH2:13][CH2:14][CH2:15][CH2:16]1. Reactants: N1=C(C=CC2=CC=CC=C12)COC=1C=C(OCC2=CC=C(C=C2)C2=NN(N=N2)CC(=O)OCC)C=CC1 (ethyl [5-(4-(3-(2-quinolinylmethyl-oxy)phenoxymethyl)phenyl)tetrazol-3-yl]acetate), C(C)(=O)O (acetic acid). The solvent is O (water), C(C)O (ethanol), [OH-].[Na+] (NaOH). Reaction conditions: temperature 70 celsius, time 4 hour. Product: N1=C(C=CC2=CC=CC=C12)COC=1C=C(OCC2=CC=C(C=C2)C2=NN(N=N2)CC(=O)O)C=CC1 (5-(4-(3-(2-quinolinylmethyloxy)phenoxymethyl)phenyl)tetrazol-3-yl acetic acid). As a reaction SMILES: [N:1]1[C:10]2[C:5](=[CH:6][CH:7]=[CH:8][CH:9]=2)[CH:4]=[CH:3][C:2]=1[CH2:11][O:12][C:13]1[CH:14]=[C:15]([CH:35]=[CH:36][CH:37]=1)[O:16][CH2:17][C:18]1[CH:23]=[CH:22][C:21]([C:24]2[N:28]=[N:27][N:26]([CH2:29][C:30]([O:32]CC)=[O:31])[N:25]=2)=[CH:20][CH:19]=1.C(O)(=O)C>C(O)C.[OH-].[Na+].O>[N:1]1[C:10]2[C:5](=[CH:6][CH:7]=[CH:8][CH:9]=2)[CH:4]=[CH:3][C:2]=1[CH2:11][O:12][C:13]1[CH:14]=[C:15]([CH:35]=[CH:36][CH:37]=1)[O:16][CH2:17][C:18]1[CH:19]=[CH:20][C:21]([C:24]2[N:28]=[N:27][N:26]([CH2:29][C:30]([OH:32])=[O:31])[N:25]=2)=[CH:22][CH:23]=1 |f:3.4|. Procedure: A mixture of 1 g of ethyl [5-(4-(3-(2-quinolinylmethyl-oxy)phenoxymethyl)phenyl)tetrazol-3-yl]acetate in 5 ml ethanol and 40 ml of 1N NaOH is stirred at 70° C. for 4 hours. This is cooled, diluted with water, acidified with acetic acid, filtered, washed with water, and then ethyl acetate to give 5-(4-(3-(2-quinolinylmethyloxy)phenoxymethyl)phenyl)tetrazol-3-yl acetic acid.